From a dataset of the Open Reaction Database (ORD), a public repository of structured organic reaction records. describe an organic reaction: reactants, conditions, products, and yield The reactants are COC(CNC=1C=NC=CC1C1=C(C=CC=C1OC)F)=O ([4-(2-fluoro-6-methoxy-phenyl)-pyridin-3-ylamino]-acetic acid methyl ester), FC(C=1C=C(C(=O)O)C=C(N1)C(F)(F)F)(F)F (2,6-bis(trifluoromethyl)isonicotinic acid). The product is FC1=C(C(=CC=C1)OC)C1=C(C=NC=C1)N(C(C1=CC(=NC(=C1)C(F)(F)F)C(F)(F)F)=O)CC(=O)OC (Methyl 2-(N-(4-(2-fluoro-6-methoxyphenyl)pyridin-3-yl)-2,6-bis(trifluoromethyl) isonicotinamido)acetate). RXN SMILES: [CH3:1][O:2][C:3](=[O:21])[CH2:4][NH:5][C:6]1[CH:7]=[N:8][CH:9]=[CH:10][C:11]=1[C:12]1[C:17]([O:18][CH3:19])=[CH:16][CH:15]=[CH:14][C:13]=1[F:20].[F:22][C:23]([F:38])([F:37])[C:24]1[CH:25]=[C:26]([CH:30]=[C:31]([C:33]([F:36])([F:35])[F:34])[N:32]=1)[C:27](O)=[O:28]>>[F:20][C:13]1[CH:14]=[CH:15][CH:16]=[C:17]([O:18][CH3:19])[C:12]=1[C:11]1[CH:10]=[CH:9][N:8]=[CH:7][C:6]=1[N:5]([CH2:4][C:3]([O:2][CH3:1])=[O:21])[C:27](=[O:28])[C:26]1[CH:30]=[C:31]([C:33]([F:34])([F:35])[F:36])[N:32]=[C:24]([C:23]([F:38])([F:22])[F:37])[CH:25]=1. Reported procedure: The title compound was prepared in analogy to example 90, from [4-(2-fluoro-6-methoxy-phenyl)-pyridin-3-ylamino]-acetic acid methyl ester and 2,6-bis(trifluoromethyl)isonicotinic acid (Key Organics Ltd.) after a reaction time of 72 hours. The compound was purified by silica gel chromatography using a MPLC system (CombiFlash Companion, Isco Inc.) eluting with a gradient of n-heptane:EtOAc (100:0 to 20:80). Light yellow solid (48%). MS (ESI): m/z=532.109 [M+H]+. Starting materials: Brc1ccccc1I, Cc1ccccc1, C[Si](C)(C)P(c1ccccc1)c1ccccc1. Product: Brc1ccccc1P(c1ccccc1)c1ccccc1. RXN SMILES: [Br:1][c:2]1[c:3]([I:8])[cH:4][cH:5][cH:6][cH:7]1.[CH3:26][c:27]1[cH:28][cH:29][cH:30][cH:31][cH:32]1.[CH3:9][Si:10]([CH3:11])([CH3:12])[P:13]([c:14]1[cH:15][cH:16][cH:17][cH:18][cH:19]1)[c:20]1[cH:21][cH:22][cH:23][cH:24][cH:25]1>>[Br:1][c:2]1[c:3]([P:13]([c:14]2[cH:15][cH:16][cH:17][cH:18][cH:19]2)[c:20]2[cH:21][cH:22][cH:23][cH:24][cH:25]2)[cH:4][cH:5][cH:6][cH:7]1. The reactants are CC(NC(=O)c1ccc(N)c(Cl)c1)C(=O)N1CCCC1C(=O)OC(C)(C)C, ClCCl, O=C(O)C(F)(F)F. The product is CC(NC(=O)c1ccc(N)c(Cl)c1)C(=O)N1CCCC1C(=O)O. RXN SMILES: [C:1]([CH3:2])([CH3:3])([CH3:4])[O:5][C:6](=[O:7])[CH:8]1[N:9]([C:13]([CH:14]([CH3:15])[NH:16][C:17]([c:18]2[cH:19][c:20]([Cl:25])[c:21]([NH2:24])[cH:22][cH:23]2)=[O:26])=[O:27])[CH2:10][CH2:11][CH2:12]1.[Cl:35][CH2:36][Cl:37].[F:28][C:29]([F:30])([F:31])[C:32]([OH:33])=[O:34]>>[O:5]=[C:6]([OH:7])[CH:8]1[N:9]([C:13]([CH:14]([CH3:15])[NH:16][C:17]([c:18]2[cH:19][c:20]([Cl:25])[c:21]([NH2:24])[cH:22][cH:23]2)=[O:26])=[O:27])[CH2:10][CH2:11][CH2:12]1.